describe an organic reaction: reactants, conditions, products, and yield From a dataset of the Open Reaction Database (ORD), a public repository of structured organic reaction records. The reactants are BrC=1C=NC(=NC1)N1C[C@H](OCC1)CN1N=NC=2C1=NC(=CN2)C=2C=NN(C2)C ((S)-4-(5-bromopyrimidin-2-yl)-2-((6-(1-methyl-1H-pyrazol-4-yl)-1H-[1,2,3]triazolo[4,5-b]pyrazin-1-yl)methyl)morpholine), FC1=C(C=O)C=CC(=C1)B1OC(C(O1)(C)C)(C)C (2-fluoro-4-(4,4,5,5-tetramethyl-1,3,2-dioxaborolane-2-yl)benzaldehyde), C(=O)([O-])[O-].[Na+].[Na+] (Na2CO3). The reagents and catalysts are C=1C=CC(=CC1)[P](C=2C=CC=CC2)(C=3C=CC=CC3)[Pd]([P](C=4C=CC=CC4)(C=5C=CC=CC5)C=6C=CC=CC6)([P](C=7C=CC=CC7)(C=8C=CC=CC8)C=9C=CC=CC9)[P](C=1C=CC=CC1)(C=1C=CC=CC1)C=1C=CC=CC1 (Pd(PPh3)4). Solvent: O1CCOCC1 (1,4-dioxane). Conditions: time 10 minute. Product: FC1=C(C=O)C=CC(=C1)C=1C=NC(=NC1)N1C[C@H](OCC1)CN1N=NC=2C1=NC(=CN2)C=2C=NN(C2)C ((S)-2-fluoro-4-(2-(2-((6-(1-methyl-1H-pyrazol-4-yl)-1H-[1,2,3]triazolo[4,5-b]pyrazin-1-yl)-methyl)morpholino)pyrimidin-5-yl)benzaldehyde). Yield: 79.1%. As a reaction SMILES: Br[C:2]1[CH:3]=[N:4][C:5]([N:8]2[CH2:13][CH2:12][O:11][C@H:10]([CH2:14][N:15]3[C:19]4=[N:20][C:21]([C:24]5[CH:25]=[N:26][N:27]([CH3:29])[CH:28]=5)=[CH:22][N:23]=[C:18]4[N:17]=[N:16]3)[CH2:9]2)=[N:6][CH:7]=1.C([O-])([O-])=O.[Na+].[Na+].[F:36][C:37]1[CH:44]=[C:43](B2OC(C)(C)C(C)(C)O2)[CH:42]=[CH:41][C:38]=1[CH:39]=[O:40]>C1C=CC([P]([Pd]([P](C2C=CC=CC=2)(C2C=CC=CC=2)C2C=CC=CC=2)([P](C2C=CC=CC=2)(C2C=CC=CC=2)C2C=CC=CC=2)[P](C2C=CC=CC=2)(C2C=CC=CC=2)C2C=CC=CC=2)(C2C=CC=CC=2)C2C=CC=CC=2)=CC=1.O1CCOCC1>[F:36][C:37]1[CH:44]=[C:43]([C:2]2[CH:3]=[N:4][C:5]([N:8]3[CH2:13][CH2:12][O:11][C@H:10]([CH2:14][N:15]4[C:19]5=[N:20][C:21]([C:24]6[CH:25]=[N:26][N:27]([CH3:29])[CH:28]=6)=[CH:22][N:23]=[C:18]5[N:17]=[N:16]4)[CH2:9]3)=[N:6][CH:7]=2)[CH:42]=[CH:41][C:38]=1[CH:39]=[O:40] |f:1.2.3,^1:57,59,78,97|. Reported procedure: In a pressure tube reactor, (S)-4-(5-bromopyrimidin-2-yl)-2-((6-(1-methyl-1H-pyrazol-4-yl)-1H-[1,2,3]triazolo[4,5-b]pyrazin-1-yl)methyl)morpholine (50 mg, 0.11 mmol) was added, and then 1M Na2CO3 (0.33 mL, 0.33 mmol) was added. Pd(PPh3)4 (6 mg, 0.005 mmol) was further added, and then 1,4-dioxane (1 mL) and 2-fluoro-4-(4,4,5,5-tetramethyl-1,3,2-dioxaborolane-2-yl)benzaldehyde (41 mg, 0.16 mmol) were added. The mixture was stirred at room temperature for 10 minutes under nitrogen gas, and then sti...